This data is from the Open Reaction Database (ORD), a public repository of structured organic reaction records. The task is: describe an organic reaction: reactants, conditions, products, and yield Starting materials: BrC=1C=C2CC(C2=CC1)(Br)Br (3-Bromo-7,7-dibromo-bicyclo[4.2.0]octa-1,3,5-triene), S(O)(O)(=O)=O (sulfuric acid). Run in O (H2O). Run at temperature 75 celsius, time 4.5 day. The product is BrC=1C=C2CC(C2=CC1)=O (3-Bromobicyclo[4.2.0]octa-1,3,5-triene-7-one). RXN SMILES: [Br:1][C:2]1[CH:3]=[C:4]2[C:7](=[CH:8][CH:9]=1)[C:6](Br)(Br)[CH2:5]2.S(=O)(=O)(O)[OH:13]>O>[Br:1][C:2]1[CH:3]=[C:4]2[C:7](=[CH:8][CH:9]=1)[C:6](=[O:13])[CH2:5]2. Reported procedure: To a suspension of 3-bromo-7,7-dibromo-bicyclo[4.2.0]octa-1,3,5-triene (2) (186.2 g, 0.546 mol, theoretical) in H2O (1000 ml) was added sulfuric acid (97%, 50 ml) at 15° C. The resulting mixture was stirred at 75° C. for 4.5 days. Reactants: solution, B(Br)(Br)Br (boron tribromide), Cl.COC1=C(C=CC=2C=3CNCC3C(CC21)C2=CC=CC=C2)OC (6,7-dimethoxy-4-phenyl-2,3,4,5-tetrahydro-1H-benz[e]isoindole hydrochloride), CO (methanol), C(=O)O (formic acid). Run in C(Cl)Cl (methylene chloride), O (water), C(Cl)Cl (methylene chloride). Product: C(=O)O.OC1=C(C=CC=2C=3CNCC3C(CC21)C2=CC=CC=C2)O (6,7-dihydroxy-4-phenyl-2,3,4,5-tetrahydro-1H-benz[e]isoindole formic acid salt). Isolated yield 58.0%. Reaction SMILES: Cl.C[O:3][C:4]1[C:16]2[CH2:15][CH:14]([C:17]3[CH:22]=[CH:21][CH:20]=[CH:19][CH:18]=3)[C:13]3[CH2:12][NH:11][CH2:10][C:9]=3[C:8]=2[CH:7]=[CH:6][C:5]=1[O:23]C.B(Br)(Br)Br.CO.[CH:31]([OH:33])=[O:32]>C(Cl)Cl.O>[CH:31]([OH:33])=[O:32].[OH:3][C:4]1[C:16]2[CH2:15][CH:14]([C:17]3[CH:18]=[CH:19][CH:20]=[CH:21][CH:22]=3)[C:13]3[CH2:12][NH:11][CH2:10][C:9]=3[C:8]=2[CH:7]=[CH:6][C:5]=1[OH:23] |f:0.1,7.8|. Reported procedure: A suspension of 54.5 mg (0.159 mmol) of 6,7-dimethoxy-4-phenyl-2,3,4,5-tetrahydro-1H-benz[e]isoindole hydrochloride, from Step 6, in 2 mL of methylene chloride was cooled to -78° C. and 0.64 mL of a 1M solution of boron tribromide in methylene chloride was added. The reaction mixture was warmed to ambient temperature for 1 h and recooled to 78° C. before 1 mL of methanol was added. After warming to ambient temperature for 1 h, the solvents were removed in vacuo. Additional methanol (5 mL) was ad... The reactants are CC(=O)[O-], CC(=O)[O-], ClCCl, [Cu+2], OB(O)c1ccc(F)cc1, Cc1cc2[nH]ncc2cc1I, c1ccncc1. Product: Cc1cc2c(cnn2-c2ccc(F)cc2)cc1I. Reaction SMILES: [C:31]([O-:32])(=[O:33])[CH3:34].[C:36]([O-:37])(=[O:38])[CH3:39].[Cl:28][CH2:29][Cl:30].[Cu+2:35].[F:12][c:13]1[cH:14][cH:15][c:16]([B:19]([OH:20])[OH:21])[cH:17][cH:18]1.[I:1][c:2]1[cH:3][c:4]2[cH:5][n:6][nH:7][c:8]2[cH:9][c:10]1[CH3:11].[cH:22]1[cH:23][cH:24][n:25][cH:26][cH:27]1>>[I:1][c:2]1[cH:3][c:4]2[cH:5][n:6][n:7](-[c:16]3[cH:15][cH:14][c:13]([F:12])[cH:18][cH:17]3)[c:8]2[cH:9][c:10]1[CH3:11]. The reactants are BrC1=CC=C(C=C1)C1=C(C(=NO1)C)NC=1OC(=NN1)C1=CC=CC=C1 ([5-(4-bromo-phenyl)-3-methyl-isoxazol-4-yl]-(5-phenyl-[1,3,4]oxadiazol-2-yl)-amine), C(C)OC(=O)C1=CC=C(C=C1)B(O)O (4-ethoxycarbonylphenylboronic acid). The product is C(C)OC(=O)C1=CC=C(C=C1)C1=CC=C(C=C1)C1=C(C(=NO1)C)NC=1OC(=NN1)C1=CC=CC=C1 (4′-[3-Methyl-4-(5-phenyl-[1,3,4]oxadiazol-2-ylamino)-isoxazol-5-yl]-biphenyl-4-carboxylic acid ethyl ester). RXN SMILES: Br[C:2]1[CH:7]=[CH:6][C:5]([C:8]2[O:12][N:11]=[C:10]([CH3:13])[C:9]=2[NH:14][C:15]2[O:16][C:17]([C:20]3[CH:25]=[CH:24][CH:23]=[CH:22][CH:21]=3)=[N:18][N:19]=2)=[CH:4][CH:3]=1.[CH2:26]([O:28][C:29]([C:31]1[CH:36]=[CH:35][C:34](B(O)O)=[CH:33][CH:32]=1)=[O:30])[CH3:27]>>[CH2:26]([O:28][C:29]([C:31]1[CH:36]=[CH:35][C:34]([C:2]2[CH:3]=[CH:4][C:5]([C:8]3[O:12][N:11]=[C:10]([CH3:13])[C:9]=3[NH:14][C:15]3[O:16][C:17]([C:20]4[CH:21]=[CH:22][CH:23]=[CH:24][CH:25]=4)=[N:18][N:19]=3)=[CH:6][CH:7]=2)=[CH:33][CH:32]=1)=[O:30])[CH3:27]. Reported procedure: Prepared according to the procedure described in Example 42, Step 2, using [5-(4-bromo-phenyl)-3-methyl-isoxazol-4-yl]-(5-phenyl-[1,3,4]oxadiazol-2-yl)-amine and 4-ethoxycarbonylphenylboronic acid. Starting materials: ice, [H-].[H-].[H-].[H-].[Li+].[Al+3] (LiAlH4), C(C)(C)NC(=O)[C@@H]1CN(C[C@@H]1CO)CC1=CC=CC=C1 ((3S*,4R*)-1-benzyl-4-hydroxymethyl-pyrrolidine-3-carboxylic acid isopropylamide). Run in C1CCOC1 (THF), C1CCOC1 (THF). Conditions: time 2 hour. The product is C(C1=CC=CC=C1)N1C[C@@H]([C@@H](C1)CNC(C)C)CO ([(3R*,4R*)-1-Benzyl-4-(isopropylamino-methyl)-pyrrolidin-3-yl]-methanol). Reaction SMILES: [H-].[H-].[H-].[H-].[Li+].[Al+3].[CH:7]([NH:10][C:11]([C@H:13]1[C@@H:17]([CH2:18][OH:19])[CH2:16][N:15]([CH2:20][C:21]2[CH:26]=[CH:25][CH:24]=[CH:23][CH:22]=2)[CH2:14]1)=O)([CH3:9])[CH3:8]>C1COCC1>[CH2:20]([N:15]1[CH2:14][C@@H:13]([CH2:11][NH:10][CH:7]([CH3:8])[CH3:9])[C@@H:17]([CH2:18][OH:19])[CH2:16]1)[C:21]1[CH:22]=[CH:23][CH:24]=[CH:25][CH:26]=1 |f:0.1.2.3.4.5|. Procedure: To a ice-cooled solution of LiAlH4 (0.56 g, 14.76 mmol) in THF (25 mL), is added dropwise a solution of (3S*,4R*)-1-benzyl-4-hydroxymethyl-pyrrolidine-3-carboxylic acid isopropylamide (1.02 g, 3.69 mmol) in THF (5 mL). The reaction mixture is refluxed overnight and quenched with Na2SO4.10H2O (4 g) at 0° C. Ether is added, the mixture is stirred for 2 h at room temperature. The crude material is filtered over a pad of Celite and concentrated to give the title compound which is used without furthe... Reactants: C(C)C1=NNC(=C1[N+](=O)[O-])C(=O)N (3-ethyl-4-nitro-1H-pyrazole-5-carboxamide), C([O-])([O-])=O.[Cs+].[Cs+] (cesium carbonate), BrCCO[Si](C)(C)C(C)(C)C ((2-bromoethoxy)-tert-butyldimethylsilane). Run in C(C)#N (acetonitrile). Reaction conditions: temperature 80 celsius, time 20 hour. Product: [Si](C)(C)(C(C)(C)C)OCCN1N=C(C(=C1CC)[N+](=O)[O-])C(=O)N (2-(2-{[tert-Butyl(dimethyl)silyl]oxy}ethyl)-3-ethyl-4-nitropyrazole-5-carboxamide). Reaction SMILES: [CH2:1]([C:3]1[C:7]([N+:8]([O-:10])=[O:9])=[C:6]([C:11]([NH2:13])=[O:12])[NH:5][N:4]=1)[CH3:2].C(=O)([O-])[O-].[Cs+].[Cs+].Br[CH2:21][CH2:22][O:23][Si:24]([C:27]([CH3:30])([CH3:29])[CH3:28])([CH3:26])[CH3:25]>C(#N)C>[Si:24]([O:23][CH2:22][CH2:21][N:4]1[C:3]([CH2:1][CH3:2])=[C:7]([N+:8]([O-:10])=[O:9])[C:6]([C:11]([NH2:13])=[O:12])=[N:5]1)([C:27]([CH3:30])([CH3:29])[CH3:28])([CH3:26])[CH3:25] |f:1.2.3|. Reported procedure: A mixture of 3-ethyl-4-nitro-1H-pyrazole-5-carboxamide (WO, 9849166), (4.9 g, 26.6 mmol), cesium carbonate (21.0 g, 64.5 mmol) and (2-bromoethoxy)-tert-butyldimethylsilane (7.0 g, 29.0 mmol) in acetonitrile (400 ml) was stirred at 80° C. for 20 hours. The cooled mixture was concentrated under reduced pressure and the residue was partitioned between ethyl acetate (200 ml) and water (100 ml). The layers were separated, the organic phase washed with water (3×50 ml), dried (Na2SO4) and evaporated un... Reactants: resultant mixture, FCC1(OC2=C(C(=C1)C(=O)O)C=C(C=C2)[N+](=O)[O-])CF (2,2-bis(fluoromethyl)-6-nitro-2H-1-benzopyran-4-carboxylic acid), C(=O)(N1C=NC=C1)N1C=NC=C1 (1,1'-carbonyldiimidazole), C(#N)CCN (2-cyanoethylamine), C([O-])([O-])=O.[K+].[K+] (potassium carbonate). Solvent: O1CCCC1 (tetrahydrofuran). The product is C(#N)CCNC(=O)C1=CC(OC2=C1C=C(C=C2)[N+](=O)[O-])(CF)CF (N-(2-cyanoethyl)-2,2-bis(fluoromethyl)-6-nitro-2H-1-benzopyran-4-carboxamide). Reaction SMILES: [F:1][CH2:2][C:3]1([CH2:19][F:20])[CH:8]=[C:7]([C:9]([OH:11])=O)[C:6]2[CH:12]=[C:13]([N+:16]([O-:18])=[O:17])[CH:14]=[CH:15][C:5]=2[O:4]1.C(N1C=CN=C1)(N1C=CN=C1)=O.[C:33]([CH2:35][CH2:36][NH2:37])#[N:34].C(=O)([O-])[O-].[K+].[K+]>O1CCCC1>[C:33]([CH2:35][CH2:36][NH:37][C:9]([C:7]1[C:6]2[CH:12]=[C:13]([N+:16]([O-:18])=[O:17])[CH:14]=[CH:15][C:5]=2[O:4][C:3]([CH2:19][F:20])([CH2:2][F:1])[CH:8]=1)=[O:11])#[N:34] |f:3.4.5|. Procedure details: To a mixture of 30 mg of 2,2-bis(fluoromethyl)-6-nitro-2H-1-benzopyran-4-carboxylic acid and 2 ml of tetrahydrofuran was added 28 mg of 1,1'-carbonyldiimidazole with stirring under ice-cooling and the mixture was stirred for 1 hour. Then, 0.10 ml of 2-cyanoethylamine was added therein, and the resultant mixture was stirred under ice-cooling for 1 hour and subsequently at room temperature for 12 hours. An aqueous potassium carbonate solution was added therein and the reaction solution was extract...